This data is from the Open Reaction Database (ORD), a public repository of structured organic reaction records. The task is: describe an organic reaction: reactants, conditions, products, and yield Starting materials: C(C)(C)[N-]C(C)C.[Li+] (lithium diisopropylamide), solution, CCCCCC.C(C)(=O)OCC (hexane ethyl acetate), CI (methyl iodide), FC1=CC=C(C=C1)C1=NN2C(C=CC=C2)=C1C1=NC=NC=C1 (2-(4-Fluorophenyl)-3-(4-pyrimidinyl)-pyrazolo[1,5-a]pyridine). Run in CCCCCCC.O1CCCC1.C(C)C1=CC=CC=C1 (heptane tetrahydrofuran ethylbenzene), O1CCCC1 (tetrahydrofuran), C(C)OCC (diethyl ether), O (water). Run at time 10 minute. Yields the product FC1=CC=C(C=C1)C1=NN2C(C=CC=C2C)=C1C1=NC=NC=C1 (2-(4-Fluorophenyl)-7-methyl-3-(4-pyrimidinyl)pyrazolo[1,5-a]pyridine). Reaction SMILES: [F:1][C:2]1[CH:7]=[CH:6][C:5]([C:8]2[C:16]([C:17]3[CH:22]=[CH:21][N:20]=[CH:19][N:18]=3)=[C:11]3[CH:12]=[CH:13][CH:14]=[CH:15][N:10]3[N:9]=2)=[CH:4][CH:3]=1.[CH:23]([N-]C(C)C)(C)C.[Li+].CI.CCCCCC.C(OCC)(=O)C>O1CCCC1.CCCCCCC.O1CCCC1.C(C1C=CC=CC=1)C.C(OCC)C.O>[F:1][C:2]1[CH:7]=[CH:6][C:5]([C:8]2[C:16]([C:17]3[CH:22]=[CH:21][N:20]=[CH:19][N:18]=3)=[C:11]3[CH:12]=[CH:13][CH:14]=[C:15]([CH3:23])[N:10]3[N:9]=2)=[CH:4][CH:3]=1 |f:1.2,4.5,7.8.9|. Reported procedure: A solution of 2-(4-fluorophenyl)-3-(4-pyrimidinyl)-pyrazolo[1,5-a]pyridine (Example 1, 0.2 g, 0.69 mmol) in dry tetrahydrofuran (5 mL) was cooled to −78° C. under nitrogen and lithium diisopropylamide (0.45 mL of a 2M solution in heptane/tetrahydrofuran/ethylbenzene, 0.9 mmol) was added dropwise. The reaction mixture was stirred for about 10 minutes and methyl iodide (0.2 mL, 4 mmol) was added. The solution was allowed to warm to room temperature and stirred for a further 1.5 hours. The reaction... Starting materials: Cc1ccccc1, CCO, [H][H], Fc1ccc(C=CC2CCC(C3CCC(CCC4OCCO4)CC3)CC2)cc1. The product is Fc1ccc(CCC2CCC(C3CCC(CCC4OCCO4)CC3)CC2)cc1. RXN SMILES: [CH3:31][c:32]1[cH:33][cH:34][cH:35][cH:36][cH:37]1.[CH3:38][CH2:39][OH:40].[H:29][H:30].[O:1]1[CH:2]([CH2:6][CH2:7][CH:8]2[CH2:9][CH2:10][CH:11]([CH:14]3[CH2:15][CH2:16][CH:17]([CH:20]=[CH:21][c:22]4[cH:23][cH:24][c:25]([F:28])[cH:26][cH:27]4)[CH2:18][CH2:19]3)[CH2:12][CH2:13]2)[O:3][CH2:4][CH2:5]1>>[O:1]1[CH:2]([CH2:6][CH2:7][CH:8]2[CH2:9][CH2:10][CH:11]([CH:14]3[CH2:15][CH2:16][CH:17]([CH2:20][CH2:21][c:22]4[cH:23][cH:24][c:25]([F:28])[cH:26][cH:27]4)[CH2:18][CH2:19]3)[CH2:12][CH2:13]2)[O:3][CH2:4][CH2:5]1. Starting materials: CCOC(C)=O, O=C1OCc2c1cccc2[N+](=O)[O-]. Product: Nc1cccc2c1COC2=O. RXN SMILES: [CH3:14][CH2:15][O:16][C:17](=[O:18])[CH3:19].[N+:1]([O-:2])(=[O:3])[c:4]1[c:5]2[c:9]([cH:10][cH:11][cH:12]1)[C:8](=[O:13])[O:7][CH2:6]2>>[NH2:1][c:4]1[c:5]2[c:9]([cH:10][cH:11][cH:12]1)[C:8](=[O:13])[O:7][CH2:6]2. Starting materials: COC(=O)c1cc(C(C)=O)c(C(F)(F)F)cc1NC(C)=O, CO, CCOC(C)=O, O=S(=O)(O)O. The product is COC(=O)c1cc(C(C)=O)c(C(F)(F)F)cc1N. RXN SMILES: [CH3:1][O:2][C:3]([c:4]1[c:5]([NH:17][C:18](=[O:19])[CH3:20])[cH:6][c:7]([C:13]([F:14])([F:15])[F:16])[c:8]([C:10]([CH3:11])=[O:12])[cH:9]1)=[O:21].[CH3:27][OH:28].[CH3:29][CH2:30][O:31][C:32]([CH3:33])=[O:34].[S:22](=[O:23])(=[O:24])([OH:25])[OH:26]>>[CH3:1][O:2][C:3]([c:4]1[c:5]([NH2:17])[cH:6][c:7]([C:13]([F:14])([F:15])[F:16])[c:8]([C:10]([CH3:11])=[O:12])[cH:9]1)=[O:21]. Reactants: CN1CCC2(CC1)COC1=C2C=C(C=C1)[N+](=O)[O-] (2,3-Dihydro-1'-methyl-5-nitrospiro[benzofuran-3,4'-piperidine]). Reagents/catalysts: [Pd] (palladium on charcoal). The solvent is C(C)O (ethanol). Product: NC=1C=CC2=C(C1)C1(CCN(CC1)C)CO2 (5-Amino-2,3-dihydro-1'-methylspiro[benzofuran-3,4'-piperidine]). Isolated yield 59.6%. Reaction SMILES: [CH3:1][N:2]1[CH2:7][CH2:6][C:5]2([C:11]3[CH:12]=[C:13]([N+:16]([O-])=O)[CH:14]=[CH:15][C:10]=3[O:9][CH2:8]2)[CH2:4][CH2:3]1>[Pd].C(O)C>[NH2:16][C:13]1[CH:14]=[CH:15][C:10]2[O:9][CH2:8][C:5]3([CH2:6][CH2:7][N:2]([CH3:1])[CH2:3][CH2:4]3)[C:11]=2[CH:12]=1. Procedure: 2,3-Dihydro-1'-methyl-5-nitrospiro[benzofuran-3,4'-piperidine] (D4, 0.98 g, 4.0 mmol) was hydrogenated over 10% palladium on charcoal (0.18 g) in ethanol (50 ml) for 6 h. Catalyst was filtered off onto kieselguhr, and the filtrated was evaporated and chromatographed on silica gel, eluting with 0-25% methanol/chloroform (gradient), to give the title compound (0.52 g, 60%) as a cream solid. Starting materials: [Li+].CCC[CH2-] (N-butyllithium), C(CC)C=1SC=CN1 (2-propylthiazole), Cl (HCl), Tetrakis-triphenylphosphine, ClC=1N=NC(=CC1)Cl (3,6-dichloropyridazine), C(=O)([O-])[O-].[Na+].[Na+] (Na2CO3). The reagents and catalysts are [Cl-].[Zn+2].[Cl-] (zinc chloride). Solvent: C1CCOC1 (THF), CO (methanol). Conditions: temperature -78 celsius, time 45 minute. Product: ClC=1N=NC(=CC1)C1=CN=C(S1)CCC (3-Chloro-6-(2-propyl-thiazol-5-yl)-pyridazine). Isolated yield 28.0%. RXN SMILES: [Li+].CCC[CH2-].[CH2:6]([C:9]1[S:10][CH:11]=[CH:12][N:13]=1)[CH2:7][CH3:8].[Cl:14][C:15]1[N:16]=[N:17][C:18](Cl)=[CH:19][CH:20]=1.Cl.C([O-])([O-])=O.[Na+].[Na+]>C1COCC1.[Cl-].[Zn+2].[Cl-].CO>[Cl:14][C:15]1[N:16]=[N:17][C:18]([C:11]2[S:10][C:9]([CH2:6][CH2:7][CH3:8])=[N:13][CH:12]=2)=[CH:19][CH:20]=1 |f:0.1,5.6.7,9.10.11|. Procedure: N-butyllithium (2.5M in Hexanes, 1.3 mL, 3.3 mmol) was added dropwise over 2 min to a −78° C. solution of 2-propylthiazole (380 mg, 3 mmol) in THF (8 mL). After stirring for 45 min at −78° C., a solution of zinc chloride (0.5M in THF, 7 ML, 3.5 mmol) was added. The solution was stirred for 1 h, during which it warmed to rt. Tetrakis-triphenylphosphine (172 mg, 0.15 mmol) and 3,6-dichloropyridazine were added and the reaction was heated to 68° C. for 16 h. After cooling to rt, methanol (3 mL) and... The reactants are FC1=CC=C(C=C1)OC(N(C)[C@@H]1CN(C[C@H]1C1=CC=C(C=C1)Cl)C(=O)C1CNCC1)=O ([(3S,4R)-4-(4-chloro-phenyl)-1-(pyrrolidine-3-carbonyl)-pyrrolidin-3-yl]-methyl-carbamic acid 4-fluoro-phenyl ester), C1CCOC1 (THF), C(C)(=O)O[BH-](OC(C)=O)OC(C)=O.[Na+] (sodium triacetoxyborohydride). The solvent is C(C)(=O)OCC (ethyl acetate). Run at time 4 hour. Product: FC1=CC=C(C=C1)OC(N(C)[C@@H]1CN(C[C@H]1C1=CC=C(C=C1)Cl)C(=O)C1CN(CC1)C1CCOCC1)=O ({(3S,4R)-4-(4-Chloro-phenyl)-1-[1-(tetrahydro-pyran-4-yl)-pyrrolidine-3-carbonyl]-pyrrolidin-3-yl}-methyl-carbamic acid 4-fluoro-phenyl ester). Yield: 24.0%. As a reaction SMILES: [F:1][C:2]1[CH:7]=[CH:6][C:5]([O:8][C:9](=[O:31])[N:10]([C@H:12]2[C@H:16]([C:17]3[CH:22]=[CH:21][C:20]([Cl:23])=[CH:19][CH:18]=3)[CH2:15][N:14]([C:24]([CH:26]3[CH2:30][CH2:29][NH:28][CH2:27]3)=[O:25])[CH2:13]2)[CH3:11])=[CH:4][CH:3]=1.C(O[BH-](O[C:42](=[O:44])[CH3:43])OC(=O)C)(=O)C.[Na+].[CH2:46]1[CH2:50]OC[CH2:47]1>C(OCC)(=O)C>[F:1][C:2]1[CH:7]=[CH:6][C:5]([O:8][C:9](=[O:31])[N:10]([C@H:12]2[C@H:16]([C:17]3[CH:22]=[CH:21][C:20]([Cl:23])=[CH:19][CH:18]=3)[CH2:15][N:14]([C:24]([CH:26]3[CH2:30][CH2:29][N:28]([CH:47]4[CH2:43][CH2:42][O:44][CH2:50][CH2:46]4)[CH2:27]3)=[O:25])[CH2:13]2)[CH3:11])=[CH:4][CH:3]=1 |f:1.2|. Procedure: To a solution of [(3S,4R)-4-(4-chloro-phenyl)-1-(pyrrolidine-3-carbonyl)-pyrrolidin-3-yl]-methyl-carbamic acid 4-fluoro-phenyl ester (408 mg, 0.92 mmol) in THF (4 mL) was added under an atmosphere of nitrogen tetrahydro-4H-pyran-4-one (25 mg, 0.25 mmol). After stirring for 15 min. at ambient temperature sodium triacetoxyborohydride (252 mg, 1.19 mmol) was added and stirred continued for 4 h at ambient temperature. The reaction mixture was diluted with ethyl acetate (10 mL) and washed with an aqe...